Dataset: the Open Reaction Database (ORD), a public repository of structured organic reaction records. Task: describe an organic reaction: reactants, conditions, products, and yield Starting materials: CCOCC, Cl, Cl, NNc1cccc(F)c1, O=N[O-], [Na+], O. The product is [N-]=[N+]=Nc1cccc(F)c1. Reaction SMILES: [CH3:17][CH2:18][O:19][CH2:20][CH3:21].[ClH:16].[ClH:5].[F:6][c:7]1[cH:8][c:9]([NH:13][NH2:14])[cH:10][cH:11][cH:12]1.[N:1]([O-:2])=[O:3].[Na+:4].[OH2:15]>>[N-:1]=[N+:14]=[N:13][c:9]1[cH:8][c:7]([F:6])[cH:12][cH:11][cH:10]1. Reactants: ClC1=CC=CC2=C1CC(C1=C(S2)C=CC(=C1)C(C(=O)N)C)=O (2-(9-chloro-10,11-dihydro-11-oxodibenzo[b,f]thiepin-2-yl)-propionamide), [OH-].[Na+] (sodium hydroxide), Cl (hydrochloric acid). Solvent: O1CCCC1 (tetrahydrofuran), CO (methanol), O (water), O (water). Yields the product ClC1=CC=CC2=C1CC(C1=C(S2)C=CC(=C1)C(C(=O)O)C)=O (2-(9-chloro-10,11-dihydro-11-oxodibenzo[b,f]thiepin-2-yl)-propionic acid). The yield is 47.4%. As a reaction SMILES: [Cl:1][C:2]1[C:7]2[CH2:8][C:9](=[O:22])[C:10]3[CH:16]=[C:15]([CH:17]([CH3:21])[C:18](N)=[O:19])[CH:14]=[CH:13][C:11]=3[S:12][C:6]=2[CH:5]=[CH:4][CH:3]=1.[OH-:23].[Na+].Cl>O.O1CCCC1.CO>[Cl:1][C:2]1[C:7]2[CH2:8][C:9](=[O:22])[C:10]3[CH:16]=[C:15]([CH:17]([CH3:21])[C:18]([OH:23])=[O:19])[CH:14]=[CH:13][C:11]=3[S:12][C:6]=2[CH:5]=[CH:4][CH:3]=1 |f:1.2|. Procedure: A mixture of 200 mg of 2-(9-chloro-10,11-dihydro-11-oxodibenzo[b,f]thiepin-2-yl)-propionamide, 3 g of sodium hydroxide, 25 ml of water, 30 ml of methanol and 2 ml of tetrahydrofuran was refluxed for 14 hours. After the completion of the reaction, the solvent was removed by distillation to obtain a residue, to which was added water, and the mixture was acidified with with 10% hydrochloric acid and then extracted with chloroform. The extract was washed with water and dried over anhydrous sodium su... Reactants: S(=O)(=O)(OC)OC (dimethyl sulfate), [N+](=O)([O-])C=1C=C2CCC(NC2=C(C1)O)=O (6-Nitro-8-hydroxy-3,4-dihydrocarbostyril), C([O-])([O-])=O.[K+].[K+] (potassium carbonate), CC(=O)C (acetone). The solvent is O (water). Conditions: time 4 hour. Yields the product [N+](=O)([O-])C=1C=C2CCC(NC2=C(C1)OC)=O (6-nitro-8-methoxy-3,4-dihydrocarbostyril). The yield is 77.0%. As a reaction SMILES: [N+:1]([C:4]1[CH:5]=[C:6]2[C:11](=[C:12]([OH:14])[CH:13]=1)[NH:10][C:9](=[O:15])[CH2:8][CH2:7]2)([O-:3])=[O:2].[C:16](=O)([O-])[O-].[K+].[K+].CC(C)=O.S(OC)(OC)(=O)=O>O>[N+:1]([C:4]1[CH:5]=[C:6]2[C:11](=[C:12]([O:14][CH3:16])[CH:13]=1)[NH:10][C:9](=[O:15])[CH2:8][CH2:7]2)([O-:3])=[O:2] |f:1.2.3|. Reported procedure: 6-Nitro-8-hydroxy-3,4-dihydrocarbostyril (10 g) and potassium carbonate (13.3 g) were mixed with acetone (70 ml) and water (70 ml) and the mixture was refluxed with adding dropwise 12.1 g of dimethyl sulfate. After refluxing was continued for 4 hours, the reaction mixture was cooled, and crystals which precipitated were collected by filtration and washed with water to give 8.22 g of 6-nitro-8-methoxy-3,4-dihydrocarbostyril. Yields the product COc1ccc(CNc2cccc(-c3c(Cc4ccccc4)cnc4c(C(F)(F)F)cccc34)c2)cc1OC. The reactants are Nc1cccc(-c2c(Cc3ccccc3)cnc3c(C(F)(F)F)cccc23)c1, COc1ccc(C=O)cc1OC. RXN SMILES: [CH2:1]([c:2]1[cH:3][cH:4][cH:5][cH:6][cH:7]1)[c:8]1[cH:9][n:10][c:11]2[c:12]([C:25]([F:26])([F:27])[F:28])[cH:13][cH:14][cH:15][c:16]2[c:17]1-[c:18]1[cH:19][c:20]([NH2:24])[cH:21][cH:22][cH:23]1.[CH3:29][O:30][c:31]1[cH:32][c:33]([CH:34]=[O:35])[cH:36][cH:37][c:38]1[O:39][CH3:40]>>[CH2:1]([c:2]1[cH:3][cH:4][cH:5][cH:6][cH:7]1)[c:8]1[cH:9][n:10][c:11]2[c:12]([C:25]([F:26])([F:27])[F:28])[cH:13][cH:14][cH:15][c:16]2[c:17]1-[c:18]1[cH:19][c:20]([NH:24][CH2:34][c:33]2[cH:32][c:31]([O:30][CH3:29])[c:38]([O:39][CH3:40])[cH:37][cH:36]2)[cH:21][cH:22][cH:23]1. Reactants: OCC(O)CBr, O=C([O-])[O-], [I-], [K+], [K+], [Na+], CC(C)(C)OC(=O)N1CCC2(CC1)NC(=O)NC2=O, CN(C)C=O. The product is CC(C)(C)OC(=O)N1CCC2(CC1)NC(=O)N(CC(O)CO)C2=O. RXN SMILES: [Br:20][CH2:21][CH:22]([CH2:23][OH:24])[OH:25].[C:28](=[O:29])([O-:30])[O-:31].[I-:27].[K+:32].[K+:33].[Na+:26].[O:1]=[C:2]1[NH:3][C:4]2([C:5](=[O:7])[NH:6]1)[CH2:8][CH2:9][N:10]([C:13](=[O:14])[O:15][C:16]([CH3:17])([CH3:18])[CH3:19])[CH2:11][CH2:12]2.[O:34]=[CH:35][N:36]([CH3:37])[CH3:38]>>[O:1]=[C:2]1[NH:3][C:4]2([C:5](=[O:7])[N:6]1[CH2:21][CH:22]([CH2:23][OH:24])[OH:25])[CH2:8][CH2:9][N:10]([C:13](=[O:14])[O:15][C:16]([CH3:17])([CH3:18])[CH3:19])[CH2:11][CH2:12]2. Reactants: Cn1ccc2ccc(N3CCOCC3)cc21, COC(=O)C(=O)Cl, ClCCl. Yields the product COC(=O)C(=O)c1cn(C)c2cc(N3CCOCC3)ccc12. Reaction SMILES: [CH3:1][n:2]1[cH:3][cH:4][c:5]2[cH:6][cH:7][c:8]([N:11]3[CH2:12][CH2:13][O:14][CH2:15][CH2:16]3)[cH:9][c:10]12.[Cl:17][C:18]([C:19](=[O:20])[O:21][CH3:22])=[O:23].[Cl:24][CH2:25][Cl:26]>>[CH3:1][n:2]1[cH:3][c:4]([C:18]([C:19](=[O:20])[O:21][CH3:22])=[O:23])[c:5]2[cH:6][cH:7][c:8]([N:11]3[CH2:12][CH2:13][O:14][CH2:15][CH2:16]3)[cH:9][c:10]12.